From a dataset of the Open Reaction Database (ORD), a public repository of structured organic reaction records. describe an organic reaction: reactants, conditions, products, and yield The reactants are CC#N, COc1cc2nccc(Cl)c2cc1OC, O=C(O)c1cc(F)ccc1S. Yields the product COc1cc2nccc(Sc3ccc(F)cc3C(=O)O)c2cc1OC. Reaction SMILES: [CH3:27][C:28]#[N:29].[Cl:12][c:13]1[cH:14][cH:15][n:16][c:17]2[cH:18][c:19]([O:25][CH3:26])[c:20]([O:23][CH3:24])[cH:21][c:22]12.[F:1][c:2]1[cH:3][cH:4][c:5]([SH:11])[c:6]([C:7](=[O:8])[OH:9])[cH:10]1>>[F:1][c:2]1[cH:3][cH:4][c:5]([S:11][c:13]2[cH:14][cH:15][n:16][c:17]3[cH:18][c:19]([O:25][CH3:26])[c:20]([O:23][CH3:24])[cH:21][c:22]23)[c:6]([C:7](=[O:8])[OH:9])[cH:10]1.